From a dataset of the Open Reaction Database (ORD), a public repository of structured organic reaction records. describe an organic reaction: reactants, conditions, products, and yield The reactants are Cl (hydrochloric acid), C(CCC)[Sn](C=1SC(=C(C1P(=O)(OCC)OCC)P(=O)(OCC)OCC)[Sn](CCCC)(CCCC)CCCC)(CCCC)CCCC (2,5-bis(tributylstannyl)-3,4-bis(diethoxyphosphoryl)-thiophene), [Cu]C#N (copper(I) cyanide), IC1(SC=CC1)C=1SC=CC1 (2-iodobithiophene). Reaction conditions: temperature 70 celsius, time 13 hour. Yields the product C(C)OP(=O)(OCC)C1=C(SC(=C1P(=O)(OCC)OCC)C=1SC(=CC1)C=1SC=CC1)C1=CC=C(S1)C=1SC=CC1 (3″,4″-bis(diethoxyphosphoryl)-[2,2′;5′,2″;5″,2″′;5″′,2″″]-quinquethiophene). As a reaction SMILES: C([Sn](CCCC)(CCCC)[C:6]1[S:7][C:8]([Sn](CCCC)(CCCC)CCCC)=[C:9]([P:19]([O:24][CH2:25][CH3:26])([O:21][CH2:22][CH3:23])=[O:20])[C:10]=1[P:11]([O:16][CH2:17][CH3:18])([O:13][CH2:14][CH3:15])=[O:12])CCC.[Cu]C#N.I[C:52]1([C:57]2[S:58][CH:59]=[CH:60][CH:61]=2)[CH2:56][CH:55]=[CH:54][S:53]1.Cl>>[CH2:22]([O:21][P:19]([C:9]1[C:10]([P:11]([O:16][CH2:17][CH3:18])([O:13][CH2:14][CH3:15])=[O:12])=[C:6]([C:54]2[S:53][C:52]([C:57]3[S:58][CH:59]=[CH:60][CH:61]=3)=[CH:56][CH:55]=2)[S:7][C:8]=1[C:54]1[S:53][C:52]([C:57]2[S:58][CH:59]=[CH:60][CH:61]=2)=[CH:56][CH:55]=1)([O:24][CH2:25][CH3:26])=[O:20])[CH3:23]. Reported procedure: 2,5-bis(tributylstannyl)-3,4-bis(diethoxyphosphoryl)-thiophene and commercially available copper(I) cyanide (2.2 equivalents) were dissolved in solvents indicated in the following Table 11, to which 2-iodobithiophene (2.2 equivalents) was added at room temperature. Thereafter, the reaction mixture was heated to 70° C. and stirred for 4 to 22 hours. After the reaction, the reaction mixture was cooled down to room temperature, to which a 0.6M hydrochloric acid aqueous solution was added, followed ...